Dataset: the Open Reaction Database (ORD), a public repository of structured organic reaction records. Task: describe an organic reaction: reactants, conditions, products, and yield The reactants are C1(C(C(C(C(C1OP(=O)([O-])[O-])OP(=O)([O-])[O-])OP(=O)([O-])[O-])OP(=O)([O-])[O-])OP(=O)([O-])[O-])OP(=O)([O-])[O-].[Na+].[Na+].[Na+].[Na+].[Na+].[Na+].[Na+].[Na+].[Na+].[Na+].[Na+].[Na+] (sodium phytate), [OH-].[Na+] (NaOH). Run in C(C)O (ethanol). The product is [C@H]1([C@H](C([C@@H]([C@@H](C1O)O)OP(=O)(O)O)OP(=O)(O)O)OP(=O)(O)O)O (D-myo-inositol-1.2.6-triphosphate). RXN SMILES: [CH:1]1([O:32][P:33]([O-:36])([O-:35])=[O:34])[CH:6]([O:7][P:8]([O-:11])([O-:10])=[O:9])[CH:5]([O:12][P:13]([O-:16])([O-:15])=[O:14])[CH:4]([O:17]P([O-])([O-])=O)[CH:3]([O:22]P([O-])([O-])=O)[CH:2]1[O:27]P([O-])([O-])=O.[Na+].[Na+].[Na+].[Na+].[Na+].[Na+].[Na+].[Na+].[Na+].[Na+].[Na+].[Na+].[OH-].[Na+]>C(O)C>[C@H:4]1([OH:17])[CH:3]([OH:22])[C@@H:2]([OH:27])[C@@H:1]([O:32][P:33]([OH:36])([OH:35])=[O:34])[CH:6]([O:7][P:8]([OH:10])([OH:11])=[O:9])[C@@H:5]1[O:12][P:13]([OH:15])([OH:16])=[O:14] |f:0.1.2.3.4.5.6.7.8.9.10.11.12,13.14|. Procedure details: 100 ml of the fraction containing D-myo-inositol-1.2.6-triphosphate obtained in Example 15 was neutralized to a pH of about 7 with an aqueous solution of NaOH. After addition of 100 ml ethanol the volume of the solution was reduced by evaporation and the sodiumsalt was precipitated, centrifuged, recrystallized and dried in vacuum. The purified sodiumsalt of D-myo-inositol-1.2.6-triphosphate obtained was structurally confirmed by analysis with H-NMR. Reactants: CON (O-Methylhydroxylamine), [N+](=O)([O-])\C(\C)=C\C ((E)-2-nitro-2-butene). Reaction conditions: temperature 25 celsius, time 10 minute. The product is CONC(C(C)[N+](=O)[O-])C (O-Methyl-N-(α-methyl-β-nitropropyl)hydroxylamine). Yield: 95.0%. As a reaction SMILES: [CH3:1][O:2][NH2:3].[N+:4](/[C:7](=[CH:9]/[CH3:10])/[CH3:8])([O-:6])=[O:5]>>[CH3:1][O:2][NH:3][CH:9]([CH3:10])[CH:7]([N+:4]([O-:6])=[O:5])[CH3:8]. Reported procedure: O-Methylhydroxylamine (176 mg, 3.75 mmol) was added to (E)-2-nitro-2-butene (303 mg, 3 mmol) and the resulting mixture was stirred at 25° C. for 10 minutes. Then, the product was isolated and purified by silica gel thin-layer chromatography (eluent: ethyl acetate/hexane=1/5). O-Methyl-N-(α-methyl-β-nitropropyl)hydroxylamine (mixture of diastereomers, yield: 95%)